Dataset: the Open Reaction Database (ORD), a public repository of structured organic reaction records. Task: describe an organic reaction: reactants, conditions, products, and yield Starting materials: C(C)C1=NC=2CCCCC2C(=C1)OCC1=CC=C(C=C1)B(O)O (4-[(2-ethyl-5,6,7,8-tetrahydroquinolin-4-yl)oxymethyl]-phenylboronic acid), BrC1=C(C#N)C=CC=C1 (2-bromobenzonitrile). The reagents and catalysts are C=1C=CC(=CC1)[P](C=2C=CC=CC2)(C=3C=CC=CC3)[Pd]([P](C=4C=CC=CC4)(C=5C=CC=CC5)C=6C=CC=CC6)([P](C=7C=CC=CC7)(C=8C=CC=CC8)C=9C=CC=CC9)[P](C=1C=CC=CC1)(C=1C=CC=CC1)C=1C=CC=CC1 (Tetrakis(triphenylphosphine)palladium). The solvent is C1(=CC=CC=C1)C (toluene), C([O-])([O-])=O.[Na+].[Na+] (sodium carbonate). Yields the product C(#N)C1=C(C=CC=C1)C1=CC=C(C=C1)COC1=CC(=NC=2CCCCC12)CC (4-[(2'-cyanobiphenyl-4-yl)methoxy]-2-ethyl-5,6,7,8-tetrahydroquinoline). Isolated yield 49.4%. RXN SMILES: [CH2:1]([C:3]1[CH:12]=[C:11]([O:13][CH2:14][C:15]2[CH:20]=[CH:19][C:18](B(O)O)=[CH:17][CH:16]=2)[C:10]2[CH2:9][CH2:8][CH2:7][CH2:6][C:5]=2[N:4]=1)[CH3:2].Br[C:25]1[CH:32]=[CH:31][CH:30]=[CH:29][C:26]=1[C:27]#[N:28]>C1(C)C=CC=CC=1.C(=O)([O-])[O-].[Na+].[Na+].C1C=CC([P]([Pd]([P](C2C=CC=CC=2)(C2C=CC=CC=2)C2C=CC=CC=2)([P](C2C=CC=CC=2)(C2C=CC=CC=2)C2C=CC=CC=2)[P](C2C=CC=CC=2)(C2C=CC=CC=2)C2C=CC=CC=2)(C2C=CC=CC=2)C2C=CC=CC=2)=CC=1>[C:27]([C:26]1[CH:29]=[CH:30][CH:31]=[CH:32][C:25]=1[C:18]1[CH:19]=[CH:20][C:15]([CH2:14][O:13][C:11]2[C:10]3[CH2:9][CH2:8][CH2:7][CH2:6][C:5]=3[N:4]=[C:3]([CH2:1][CH3:2])[CH:12]=2)=[CH:16][CH:17]=1)#[N:28] |f:3.4.5,^1:49,51,70,89|. Reported procedure: Tetrakis(triphenylphosphine)palladium (40 mg) was added to a suspension of 4-[(2-ethyl-5,6,7,8-tetrahydroquinolin-4-yl)oxymethyl]-phenylboronic acid (200 mg) and 2-bromobenzonitrile (106 mg) in toluene (2 ml) ethanol (0.5 ml) and 2M aqueous sodium carbonate (0.58 ml). The mixture was degassed and placed under an atmosphere of argon, then heated under reflux for 12 hours. The resulting solution was cooled to ambient temperature, and dichloromethane (30 ml) and water (10 ml) were added. The organi... Starting materials: [Al+3], COC(=O)C1(N(C)C)CCCc2sccc21, [H-], [H-], [H-], [H-], [Li+], [Na+], [OH-]. The product is CN(C)C1(CO)CCCc2sccc21. RXN SMILES: [Al+3:19].[CH3:1][N:2]([C:3]1([C:12](=[O:13])[O:14][CH3:15])[CH2:4][CH2:5][CH2:6][c:7]2[c:8]1[cH:9][cH:10][s:11]2)[CH3:16].[H-:17].[H-:20].[H-:21].[H-:22].[Li+:18].[Na+:24].[OH-:23]>>[CH3:1][N:2]([C:3]1([CH2:12][OH:13])[CH2:4][CH2:5][CH2:6][c:7]2[c:8]1[cH:9][cH:10][s:11]2)[CH3:16].